This data is from the Open Reaction Database (ORD), a public repository of structured organic reaction records. The task is: describe an organic reaction: reactants, conditions, products, and yield Starting materials: ClC1=NC(=C2C(=N1)N(N=C2)C2CCN(CC2)CC(F)(F)F)N2CC1CCC(C2)O1 (3-(6-chloro-1-(1-(2,2,2-trifluoroethyl)piperidin-4-yl)-1H-pyrazolo[3,4-d]pyrimidin-4-yl)-8-oxa-3-azabicyclo[3.2.1]octane), NC1=CC=C(C=C1)B1OC(C)(C)C(C)(C)O1 (4-aminophenylboronic acid pinacol ester). The reagents and catalysts are C=1C=CC(=CC1)[P](C=2C=CC=CC2)(C=3C=CC=CC3)[Pd]([P](C=4C=CC=CC4)(C=5C=CC=CC5)C=6C=CC=CC6)([P](C=7C=CC=CC7)(C=8C=CC=CC8)C=9C=CC=CC9)[P](C=1C=CC=CC1)(C=1C=CC=CC1)C=1C=CC=CC1 (tetrakis(triphenylphosphine)palladium(0)). Run in C1(=CC=CC=C1)C.C(C)O (toluene ethanol), C([O-])([O-])=O.[Na+].[Na+] (sodium carbonate). Reaction conditions: temperature 120 celsius. Product: C12CN(CC(CC1)O2)C2=C1C(=NC(=N2)C2=CC=C(N)C=C2)N(N=C1)C1CCN(CC1)CC(F)(F)F (4-(4-(8-oxa-3-azabicyclo[3.2.1]octan-3-yl)-1-(1-(2,2,2-trifluoroethyl)piperidin-4-yl)-1H-pyrazolo[3,4-d]pyrimidin-6-yl)aniline). Reaction SMILES: Cl[C:2]1[N:7]=[C:6]2[N:8]([CH:11]3[CH2:16][CH2:15][N:14]([CH2:17][C:18]([F:21])([F:20])[F:19])[CH2:13][CH2:12]3)[N:9]=[CH:10][C:5]2=[C:4]([N:22]2[CH2:28][CH:27]3[O:29][CH:24]([CH2:25][CH2:26]3)[CH2:23]2)[N:3]=1.[NH2:30][C:31]1[CH:36]=[CH:35][C:34](B2OC(C)(C)C(C)(C)O2)=[CH:33][CH:32]=1>C1(C)C=CC=CC=1.C(O)C.C(=O)([O-])[O-].[Na+].[Na+].C1C=CC([P]([Pd]([P](C2C=CC=CC=2)(C2C=CC=CC=2)C2C=CC=CC=2)([P](C2C=CC=CC=2)(C2C=CC=CC=2)C2C=CC=CC=2)[P](C2C=CC=CC=2)(C2C=CC=CC=2)C2C=CC=CC=2)(C2C=CC=CC=2)C2C=CC=CC=2)=CC=1>[CH:27]12[O:29][CH:24]([CH2:25][CH2:26]1)[CH2:23][N:22]([C:4]1[N:3]=[C:2]([C:34]3[CH:35]=[CH:36][C:31]([NH2:30])=[CH:32][CH:33]=3)[N:7]=[C:6]3[N:8]([CH:11]4[CH2:12][CH2:13][N:14]([CH2:17][C:18]([F:19])([F:20])[F:21])[CH2:15][CH2:16]4)[N:9]=[CH:10][C:5]=13)[CH2:28]2 |f:2.3,4.5.6,^1:65,67,86,105|. Procedure details: A mixture of 3-(6-chloro-1-(1-(2,2,2-trifluoroethyl)piperidin-4-yl)-1H-pyrazolo[3,4-d]pyrimidin-4-yl)-8-oxa-3-azabicyclo[3.2.1]octane (0.55 g, 1.3 mmol), 4-aminophenylboronic acid pinacol ester (0.42 g, 1.9 mmol), and tetrakis(triphenylphosphine)palladium(0) (0.15 g, 10 mol %) in toluene/ethanol (1:1, 10 mL) and 2 M aqueous sodium carbonate solution (2 mL) was heated in a 10-20 mL Smith process vial in the microwave reactor for one hour at 120° C. The cooled mixture was partitioned between ethyl... Starting materials: C(C)C1C(CCC(C(OC(C2CCCCN2C(C(C2(C(CC(C(C(CC(CC(=C1)C)C)OC)O2)OC)C)O)=O)=O)=O)C(=CC2CC(C(CC2)OS(=O)(=O)C2=C(C=CC=C2)[N+](=O)[O-])OCC=C)C)C)=O (17-ethyl-1-hydroxy-12-[2'-(4"-(o-nitrophenylsulfonyloxy)-3"-allyloxycyclohexyl)-1'-methylvinyl]-23,25-dimethoxy-13,19,21,27-tetramethyl-11,28-dioxa-4-azatricyclo[22.3.1.04,9 ]octacos-18-ene-2,3,10,16-tetraone), [N-]=[N+]=[N-].[Na+] (sodium azide). Solvent: C(C)(=O)OCC (ethyl acetate), CN(C=O)C (N,N-dimethyl formamide). Run at temperature 70 celsius. Product: C(C)C1C(CCC(C(OC(C2CCCCN2C(C(C2(C(CC(C(C(CC(CC(=C1)C)C)OC)O2)OC)C)O)=O)=O)=O)C(=CC2CC(C(CC2)N=[N+]=[N-])OCC=C)C)C)=O (17-Ethyl-1-hydroxy-12-[2'-(4"-azido-3"-allyloxycyclohexyl)-1'-methylvinyl]-23,25-dimethoxy-13,19,21,27-tetramethyl-11,28-dioxa-4-azatricyclo[22.3.1.04,9 ]octacos-18-ene-2,3,10,16-tetraone). The yield is 45.2%. As a reaction SMILES: [CH2:1]([CH:3]1[CH:29]=[C:28]([CH3:30])[CH2:27][CH:26]([CH3:31])[CH2:25][CH:24]([O:32][CH3:33])[CH:23]2[O:34][C:19]([OH:38])([CH:20]([CH3:37])[CH2:21][CH:22]2[O:35][CH3:36])[C:18](=[O:39])[C:17](=[O:40])[N:16]2[CH:11]([CH2:12][CH2:13][CH2:14][CH2:15]2)[C:10](=[O:41])[O:9][CH:8]([C:42]([CH3:67])=[CH:43][CH:44]2[CH2:49][CH2:48][CH:47](OS(C3C=CC=CC=3[N+]([O-])=O)(=O)=O)[CH:46]([O:63][CH2:64][CH:65]=[CH2:66])[CH2:45]2)[CH:7]([CH3:68])[CH2:6][CH2:5][C:4]1=[O:69])[CH3:2].[N-:70]=[N+:71]=[N-:72].[Na+]>CN(C)C=O.C(OCC)(=O)C>[CH2:1]([CH:3]1[CH:29]=[C:28]([CH3:30])[CH2:27][CH:26]([CH3:31])[CH2:25][CH:24]([O:32][CH3:33])[CH:23]2[O:34][C:19]([OH:38])([CH:20]([CH3:37])[CH2:21][CH:22]2[O:35][CH3:36])[C:18](=[O:39])[C:17](=[O:40])[N:16]2[CH:11]([CH2:12][CH2:13][CH2:14][CH2:15]2)[C:10](=[O:41])[O:9][CH:8]([C:42]([CH3:67])=[CH:43][CH:44]2[CH2:49][CH2:48][CH:47]([N:70]=[N+:71]=[N-:72])[CH:46]([O:63][CH2:64][CH:65]=[CH2:66])[CH2:45]2)[CH:7]([CH3:68])[CH2:6][CH2:5][C:4]1=[O:69])[CH3:2] |f:1.2|. Reported procedure: To a solution of 17-ethyl-1-hydroxy-12-[2'-(4"-(o-nitrophenylsulfonyloxy)-3"-allyloxycyclohexyl)-1'-methylvinyl]-23,25-dimethoxy-13,19,21,27-tetramethyl-11,28-dioxa-4-azatricyclo[22.3.1.04,9 ]octacos-18-ene-2,3,10,16-tetraone (66 mg) in N,N-dimethyl formamide (1 ml) was added an excess of sodium azide (22 mg) and the mixture heated to 70° C. After 2.5 hours the reaction was cooled to room temperature, diluted with ethyl acetate, extracted from half-saturated ammonium chloride, and washed with br...